Task: describe an organic reaction: reactants, conditions, products, and yield. Dataset: the Open Reaction Database (ORD), a public repository of structured organic reaction records The reactants are COC1=CC=C(C=C1)C=1N=NC(=CC1C1=CC=C(C=C1)OC)Cl (3,4-bis-(4-methoxyphenyl)-6-chloropyridazine), FC1=C(N)C=CC(=C1)F (2,4-difluoroaniline). Product: COC1=CC=C(C=C1)C=1N=NC(=CC1C1=CC=C(C=C1)OC)NC1=C(C=C(C=C1)F)F (3,4-bis-(4-methoxyphenyl)-6-(2,4-difluorophenylamino)pyridazine), powder. Yield: 97.0%. Reaction SMILES: [CH3:1][O:2][C:3]1[CH:8]=[CH:7][C:6]([C:9]2[N:10]=[N:11][C:12](Cl)=[CH:13][C:14]=2[C:15]2[CH:20]=[CH:19][C:18]([O:21][CH3:22])=[CH:17][CH:16]=2)=[CH:5][CH:4]=1.[F:24][C:25]1[CH:31]=[C:30]([F:32])[CH:29]=[CH:28][C:26]=1[NH2:27]>>[CH3:1][O:2][C:3]1[CH:8]=[CH:7][C:6]([C:9]2[N:10]=[N:11][C:12]([NH:27][C:26]3[CH:28]=[CH:29][C:30]([F:32])=[CH:31][C:25]=3[F:24])=[CH:13][C:14]=2[C:15]2[CH:20]=[CH:19][C:18]([O:21][CH3:22])=[CH:17][CH:16]=2)=[CH:5][CH:4]=1. Reported procedure: In a similar manner as in Example 2, 3,4-bis-(4-methoxyphenyl)-6-chloropyridazine (264.2 mg, 0.809 mmol) and 2,4-difluoroaniline were reacted as starting materials at 100° C. for 12 hours and post-treatment was then conducted, whereby the title compound was obtained as a colorless crystalline powder (328.8 mg, 97.0%). Melting point: 177.4-178.0° C. (chloroform-diethyl ether-hexane).